From a dataset of the Open Reaction Database (ORD), a public repository of structured organic reaction records. describe an organic reaction: reactants, conditions, products, and yield Starting materials: CC1=C(C(=NN1C1=CC(=CC=C1)C(F)(F)F)C1=CC=NC=C1)C(=O)O (5-methyl-3-pyridin-4-yl-1-(3-trifluoromethyl-phenyl)-1H-pyrazole-4-carboxylic acid), Cl.Cl.N1CCC(CC1)N1[C@@H](CCC1)CO (((S)-1-piperidin-4-yl-pyrrolidin-2-yl)-methanoldihydrochloride). Yields the product OC[C@H]1N(CCC1)C1CCN(CC1)C(=O)C=1C(=NN(C1C)C1=CC(=CC=C1)C(F)(F)F)C1=CC=NC=C1 ([4-((S)-2-Hydroxymethyl-pyrrolidin-1-yl)-piperidin-1-yl]-[5-methyl-3-pyridin-4-yl-1-(3-trifluoromethyl-phenyl)-1H-pyrazol-4-yl]-methanone). The yield is 14.0%. Reaction SMILES: [CH3:1][C:2]1[N:6]([C:7]2[CH:12]=[CH:11][CH:10]=[C:9]([C:13]([F:16])([F:15])[F:14])[CH:8]=2)[N:5]=[C:4]([C:17]2[CH:22]=[CH:21][N:20]=[CH:19][CH:18]=2)[C:3]=1[C:23](O)=[O:24].Cl.Cl.[NH:28]1[CH2:33][CH2:32][CH:31]([N:34]2[CH2:38][CH2:37][CH2:36][C@H:35]2[CH2:39][OH:40])[CH2:30][CH2:29]1>>[OH:40][CH2:39][C@@H:35]1[CH2:36][CH2:37][CH2:38][N:34]1[CH:31]1[CH2:32][CH2:33][N:28]([C:23]([C:3]2[C:4]([C:17]3[CH:18]=[CH:19][N:20]=[CH:21][CH:22]=3)=[N:5][N:6]([C:7]3[CH:12]=[CH:11][CH:10]=[C:9]([C:13]([F:16])([F:14])[F:15])[CH:8]=3)[C:2]=2[CH3:1])=[O:24])[CH2:29][CH2:30]1 |f:1.2.3|. Procedure details: In analogy to the procedure described in Example 160E], 5-methyl-3-pyridin-4-yl-1-(3-trifluoromethyl-phenyl)-1H-pyrazole-4-carboxylic acid (Example 160D]) and ((S)-1-piperidin-4-yl-pyrrolidin-2-yl)-methanoldihydrochloride (Example 161A]) gave the title compound as a light yellow oil (14%). MS: 514.0 (MH+). The reactants are C(C1=CC=CC=C1)OC(=O)NC1CCC(CC1)C=1N(C=C(C(=O)O)C(C1)=O)C1=C(C=C(C=C1)O)C (6-(4-benzyloxycarbonylaminocyclohexyl)-1-(4-hydroxy-2-methylphenyl)-4-oxo-1,4-dihydronicotinic acid). The reagents and catalysts are [C].[Pd] (palladium carbon). Solvent: O1CCOCC1 (dioxane), O (water). Reaction conditions: time 3 hour. Product: NC1CCC(CC1)C=1N(C=C(C(=O)O)C(C1)=O)C1=C(C=C(C=C1)O)C (6-(4-aminocyclohexyl)-1-(4-hydroxy-2-methylphenyl)-4-oxo-1,4-dihydronicotinic acid). The yield is 88.1%. As a reaction SMILES: C(OC([NH:11][CH:12]1[CH2:17][CH2:16][CH:15]([C:18]2[N:19]([C:28]3[CH:33]=[CH:32][C:31]([OH:34])=[CH:30][C:29]=3[CH3:35])[CH:20]=[C:21]([C:25](=[O:27])[CH:26]=2)[C:22]([OH:24])=[O:23])[CH2:14][CH2:13]1)=O)C1C=CC=CC=1>O1CCOCC1.O.[C].[Pd]>[NH2:11][CH:12]1[CH2:17][CH2:16][CH:15]([C:18]2[N:19]([C:28]3[CH:33]=[CH:32][C:31]([OH:34])=[CH:30][C:29]=3[CH3:35])[CH:20]=[C:21]([C:25](=[O:27])[CH:26]=2)[C:22]([OH:24])=[O:23])[CH2:14][CH2:13]1 |f:3.4|. Reported procedure: In a mixture of 10 ml of dioxane and 5 ml of water was dissolved 0.15 g of 6-(4-benzyloxycarbonylaminocyclohexyl)-1-(4-hydroxy-2-methylphenyl)-4-oxo-1,4-dihydronicotinic acid, and 0.03 g of 5% by weight palladium carbon was added. The above acid was hydrogenated under atmospheric pressure for 3 hours. The catalyst was removed by filtration and the solvent was then removed by distillation under reduced pressure. To the residue was added 3 ml of diethyl ether, and the precipitated crystals were co... The reactants are C=1C2=C(OC1C=O)C=1C=CC=3C=CC=CC3C1C=C2 (Phenanthro[1,2-b]furan-2-carbaldehyde), C=1C2=C(SC1CO)C=1C=CC=3C=CC=CC3C1C=C2 (Phenanthro[1,2-b]thiophene-2-methanol). Run in C(Cl)Cl.CCCCCC (CH2Cl2 hexane). The product is C=1C2=C(SC1C=O)C=1C=CC=3C=CC=CC3C1C=C2 (phenanthro[1,2-b]thiophene-2-carbaldehyde). The yield is 82.9%. As a reaction SMILES: C1C2C=CC3C4C=CC=CC=4C=CC=3C=2OC=1C=O.[CH:20]1[C:21]2[CH:38]=[CH:37][C:36]3[C:35]4[CH:34]=[CH:33][CH:32]=[CH:31][C:30]=4[CH:29]=[CH:28][C:27]=3[C:22]=2[S:23][C:24]=1[CH2:25][OH:26]>C(Cl)Cl.CCCCCC>[CH:20]1[C:21]2[CH:38]=[CH:37][C:36]3[C:35]4[CH:34]=[CH:33][CH:32]=[CH:31][C:30]=4[CH:29]=[CH:28][C:27]=3[C:22]=2[S:23][C:24]=1[CH:25]=[O:26] |f:2.3|. Procedure: Using the procedure outlined in 14B, phenanthro[1,2-b]thiophene-2-methanol (16A) gave a 82.9% yield of phenanthro[1,2-b]thiophene-2-carbaldehyde, mp 209°-210°, (C,H,S), (CH2Cl2 /hexane). The reactants are ClC=1C=2N(C=CN1)C(=NC2)[C@@H]2CC[C@H](CC2)C(=O)OC (trans-methyl 4(8-chloroimidazo[1,5-a]pyrazin-3-yl)cyclohexanecarboxylate), ClC=1C(=NC=CN1)CNC(=O)[C@@H]1CC[C@H](CC1)C(=O)OC (trans-methyl 4-({[(3-chloropyrazin-2-yl)methyl]amino}carbonyl)cyclohexanecarboxylate), C1(CCC1)C(=O)O (cyclobutanecarboxylic acid). The product is ClC=1C=2N(C=CN1)C(=NC2)C2CCC2 (8-Chloro-3-cyclobutyl-imidazo[1,5-a]pyrazine). As a reaction SMILES: [Cl:1][C:2]1[C:3]2[N:4]([C:8]([C@H:11]3[CH2:16][CH2:15][C@H:14](C(OC)=O)CC3)=[N:9][CH:10]=2)[CH:5]=[CH:6][N:7]=1.ClC1C(CNC([C@H]2CC[C@H](C(OC)=O)CC2)=O)=NC=CN=1.C1(C(O)=O)CCC1>>[Cl:1][C:2]1[C:3]2[N:4]([C:8]([CH:11]3[CH2:16][CH2:15][CH2:14]3)=[N:9][CH:10]=2)[CH:5]=[CH:6][N:7]=1. Reported procedure: This compound was prepared using procedures analogous to that described for trans-methyl 4(8-chloroimidazo[1,5-a]pyrazin-3-yl)cyclohexanecarboxylate and its precursor trans-methyl 4-({[(3-chloropyrazin-2-yl)methyl]amino}carbonyl)cyclohexanecarboxylate, using cyclobutanecarboxylic acid in place of 4-(methoxycarbonyl)cyclohexanecarboxylic acid. The reactants are C, CO, [H][H], O=[N+]([O-])c1cccnc1N1CCNCC1, [Pd]. Product: Nc1cccnc1N1CCNCC1. Reaction SMILES: [C:20].[CH3:18][OH:19].[H:16][H:17].[N+:1]([O-:2])(=[O:3])[c:4]1[c:5]([N:10]2[CH2:11][CH2:12][NH:13][CH2:14][CH2:15]2)[n:6][cH:7][cH:8][cH:9]1.[Pd:21]>>[NH2:1][c:4]1[c:5]([N:10]2[CH2:11][CH2:12][NH:13][CH2:14][CH2:15]2)[n:6][cH:7][cH:8][cH:9]1. The reactants are FC(COC1=C(C=CC(=C1)OC1CCC(CC1)NC(=O)OC(C)(C)C)CC(=O)N1CCC(CC1)N1C(OCC2=C1C=CC=C2)=O)(F)F (1-(1-(2-(2,2,2-trifluoroethoxy)-4-(1-(tert-butyloxycarbonylamino)cyclohex-4-yloxy)phenyl-acetyl) piperidin-4-yl)-4H-3,1-benzoxazin-2(1H)-one), Cl (HCl). Solvent: CCOC(=O)C (EtOAc). Reaction conditions: temperature 0 celsius, time 45 minute. Yields the product hydrochloride salt, FC(COC1=C(C=CC(=C1)OC1CCC(CC1)N)CC(=O)N1CCC(CC1)N1C(OCC2=C1C=CC=C2)=O)(F)F (1-(1-(2-(2,2,2-trifluoroethoxy)-4-(1-aminocyclohex-4-yloxy)phenyl-acetyl)piperidin-4-yl)-4H-3,1-benzoxazin-2(1H)-one). As a reaction SMILES: [F:1][C:2]([F:47])([F:46])[CH2:3][O:4][C:5]1[CH:10]=[C:9]([O:11][CH:12]2[CH2:17][CH2:16][CH:15]([NH:18]C(OC(C)(C)C)=O)[CH2:14][CH2:13]2)[CH:8]=[CH:7][C:6]=1[CH2:26][C:27]([N:29]1[CH2:34][CH2:33][CH:32]([N:35]2[C:40]3[CH:41]=[CH:42][CH:43]=[CH:44][C:39]=3[CH2:38][O:37][C:36]2=[O:45])[CH2:31][CH2:30]1)=[O:28].Cl>CCOC(C)=O>[F:47][C:2]([F:1])([F:46])[CH2:3][O:4][C:5]1[CH:10]=[C:9]([O:11][CH:12]2[CH2:13][CH2:14][CH:15]([NH2:18])[CH2:16][CH2:17]2)[CH:8]=[CH:7][C:6]=1[CH2:26][C:27]([N:29]1[CH2:34][CH2:33][CH:32]([N:35]2[C:40]3[CH:41]=[CH:42][CH:43]=[CH:44][C:39]=3[CH2:38][O:37][C:36]2=[O:45])[CH2:31][CH2:30]1)=[O:28]. Procedure: Into a stirred solution of 1-(1-(2-(2,2,2-trifluoroethoxy)-4-(1-(tert-butyloxycarbonylamino)cyclohex-4-yloxy)phenyl-acetyl) piperidin-4-yl)-4H-3,1-benzoxazin-2(1H)-one (0.20 g, 0.30 mmol) from Step 3 above in EtOAc (10 mL) at 0° C. was bubbled HCl gas for 15 min. The resulting suspension was stirred at 0° C. for 45 min. Excess HCl was removed by bubbling argon though the mixture for 15 min. Ether (25 mL) was added and the cold suspension was filtered. The solids were washed with additional ether... The product is COC(=O)CCCCN. Starting materials: CO, [Cl-], Cl, NCCCCC(=O)O, [Na+], [Na+], O=C([O-])O. RXN SMILES: [CH3:17][OH:18].[Cl-:15].[ClH:9].[NH2:1][CH2:2][CH2:3][CH2:4][CH2:5][C:6](=[O:7])[OH:8].[Na+:14].[Na+:16].[O-:10][C:11]([OH:12])=[O:13]>>[NH2:1][CH2:2][CH2:3][CH2:4][CH2:5][C:6](=[O:7])[O:8][CH3:11].